From a dataset of the Open Reaction Database (ORD), a public repository of structured organic reaction records. describe an organic reaction: reactants, conditions, products, and yield Solvent: C(C)O (ethanol). Product: FC1=CC=C(C=C1)C1=C(C(=NN1C)C)C(=O)OCC (ethyl 5-(4-fluorophenyl)-1,3-dimethyl-1H-pyrazole-4-carboxylate). Conditions: time 14 hour. Reactants: FC1=CC=C(C(=O)N(N)C)C=C1 (4-fluoro-N-methylbenzohydrazide), C(CC(=O)C)(=O)OCC (ethyl acetoacetate). Yield: 43.7%. Procedure details: A mixture of 4-fluoro-N-methylbenzohydrazide (5.0 g), ethyl acetoacetate (4.84 g) and ethanol (140 ml) was stirred for 14 hrs. with heating under reflux. The reaction mixture was concentrated, water was added, and the mixture was extracted with ethyl acetate. The organic layer was washed with water, dried over anhydrous magnesium sulfate and concentrated. The residue was subjected to silica gel column chromatography to give an oil from a fraction eluted with hexane-ethyl acetate (4:1-1:1, v/v). ... RXN SMILES: [F:1][C:2]1[CH:12]=[CH:11][C:5]([C:6]([N:8]([CH3:10])[NH2:9])=O)=[CH:4][CH:3]=1.[C:13]([O:19][CH2:20][CH3:21])(=[O:18])[CH2:14][C:15]([CH3:17])=O>C(O)C>[F:1][C:2]1[CH:12]=[CH:11][C:5]([C:6]2[N:8]([CH3:10])[N:9]=[C:15]([CH3:17])[C:14]=2[C:13]([O:19][CH2:20][CH3:21])=[O:18])=[CH:4][CH:3]=1. The reactants are FC(C(=O)O)(F)F (Trifluoroacetic acid), C(C)(C)(C)OC(NC1CCN(CC1)C1COC=2C=NC3=CC=C(C=C3C2C1)OC)=O ([1-(6-methoxy-3,4-dihydro-2H-1-oxa-9-aza-phenanthrene-3-yl)-piperidin-4-yl]-carbamic acid tert-butyl ester). Run in ClCCl (dichloromethane). Run at time 15 hour. Product: COC=1C=C2C=3CC(COC3C=NC2=CC1)N1CCC(CC1)N (1-(6-methoxy-3,4-dihydro-2H-1-oxa-9-aza-phenanthrene-3-yl)-piperidin-4-ylamine). Yield: 98.8%. As a reaction SMILES: FC(F)(F)C(O)=O.C(OC(=O)[NH:14][CH:15]1[CH2:20][CH2:19][N:18]([CH:21]2[CH2:34][C:33]3[C:32]4[C:27](=[CH:28][CH:29]=[C:30]([O:35][CH3:36])[CH:31]=4)[N:26]=[CH:25][C:24]=3[O:23][CH2:22]2)[CH2:17][CH2:16]1)(C)(C)C>ClCCl>[CH3:36][O:35][C:30]1[CH:31]=[C:32]2[C:27](=[CH:28][CH:29]=1)[N:26]=[CH:25][C:24]1[O:23][CH2:22][CH:21]([N:18]3[CH2:17][CH2:16][CH:15]([NH2:14])[CH2:20][CH2:19]3)[CH2:34][C:33]2=1. Reported procedure: Trifluoroacetic acid (1.23 mL, 15.78 mmol, 15.0 eq) is added at 0° C. to a stirred solution of [1-(6-methoxy-3,4-dihydro-2H-1-oxa-9-aza-phenanthrene-3-yl)-piperidin-4-yl]-carbamic acid tert-butyl ester (500 mg, 1.05 mmol, 1.0 eq) in dichloromethane (50 mL). After 15 hours stirring at room temperature, the reaction mixture is extracted with dichloromethane (3×30 mL) and water (30 mL) and the pH is adjusted to 12 by the addition of a 1N sodium hydroxide aqueous solution. The combined organic layer... The reactants are BrC1=CC=CC2=C1CCC(CC2=O)C(=O)N2CCC(CC2)C2=CC=CC=C2 ((±)-1-bromo-7-[(4-phenylpiperidin-1-yl)carbonyl]-6,7,8,9-tetrahydro-5H-benzocyclohepten-5-one), C(=O)([O-])[O-].[Na+].[Na+] (Na2CO3), C1(=CC=CC=C1)B(O)O (benzeneboronic acid), C(=O)([O-])[O-].[Na+].[Na+] (Na2CO3), [NH4+].[OH-] (NH4OH). Reagents/catalysts: C=1C=CC(=CC1)[P](C=2C=CC=CC2)(C=3C=CC=CC3)[Pd]([P](C=4C=CC=CC4)(C=5C=CC=CC5)C=6C=CC=CC6)([P](C=7C=CC=CC7)(C=8C=CC=CC8)C=9C=CC=CC9)[P](C=1C=CC=CC1)(C=1C=CC=CC1)C=1C=CC=CC1 (Pd(PPh3)4). Solvent: C(Cl)Cl (CH2Cl2), C1(=CC=CC=C1)C (toluene), O (water), CO (MeOH). Yields the product C1(=CC=CC=C1)C1=CC=CC2=C1CCC(CC2=O)C(=O)N2CCC(CC2)C2=CC=CC=C2 ((±)-1-Phenyl-7-[(4-phenylpiperidin-1-yl)carbonyl]-6,7,8,9-tetrahydro-5H-benzocyclohepten-5-one). Isolated yield 101.2%. Reaction SMILES: Br[C:2]1[C:7]2[CH2:8][CH2:9][CH:10]([C:14]([N:16]3[CH2:21][CH2:20][CH:19]([C:22]4[CH:27]=[CH:26][CH:25]=[CH:24][CH:23]=4)[CH2:18][CH2:17]3)=[O:15])[CH2:11][C:12](=[O:13])[C:6]=2[CH:5]=[CH:4][CH:3]=1.C([O-])([O-])=O.[Na+].[Na+].[C:34]1(B(O)O)[CH:39]=[CH:38][CH:37]=[CH:36][CH:35]=1.[NH4+].[OH-]>C1(C)C=CC=CC=1.CO.C1C=CC([P]([Pd]([P](C2C=CC=CC=2)(C2C=CC=CC=2)C2C=CC=CC=2)([P](C2C=CC=CC=2)(C2C=CC=CC=2)C2C=CC=CC=2)[P](C2C=CC=CC=2)(C2C=CC=CC=2)C2C=CC=CC=2)(C2C=CC=CC=2)C2C=CC=CC=2)=CC=1.O.C(Cl)Cl>[C:34]1([C:2]2[C:7]3[CH2:8][CH2:9][CH:10]([C:14]([N:16]4[CH2:21][CH2:20][CH:19]([C:22]5[CH:23]=[CH:24][CH:25]=[CH:26][CH:27]=5)[CH2:18][CH2:17]4)=[O:15])[CH2:11][C:12](=[O:13])[C:6]=3[CH:5]=[CH:4][CH:3]=2)[CH:39]=[CH:38][CH:37]=[CH:36][CH:35]=1 |f:1.2.3,5.6,^1:57,59,78,97|. Reported procedure: 0.6 g (1.54 mmol) of (±)-1-bromo-7-[(4-phenylpiperidin-1-yl)carbonyl]-6,7,8,9-tetrahydro-5H-benzocyclohepten-5-one were dissolved in 5 mL of toluene under a nitrogen atmosphere, then 54 mg (0.016 mmol) of Pd(PPh3)4 were added, followed by 1.5 mL of 2M Na2CO3 solution and 225 mg (1.85 mmol) of benzeneboronic acid dissolved in 2 mL of MeOH. The resulting heterogeneous mixture was refluxed for 8 h under vigorous stirring, then after cooling it was taken up with CH2Cl2 and water. 8 mL of 2M Na2CO3 s... Starting materials: CC[NH+](CC)CC, CC=C(Cl)C(C)Cl, Cc1cc(Cl)ccc1NC(=S)[S-]. Product: CC=C(Cl)C(C)SC(=S)Nc1ccc(Cl)cc1C. Reaction SMILES: [CH2:20]([NH+:21]([CH2:22][CH3:23])[CH2:24][CH3:25])[CH3:26].[Cl:1][C:2](=[CH:3][CH3:4])[CH:5]([CH3:6])[Cl:7].[Cl:8][c:9]1[cH:10][c:11]([CH3:19])[c:12]([NH:13][C:14]([S-:15])=[S:16])[cH:17][cH:18]1>>[Cl:1][C:2](=[CH:3][CH3:4])[CH:5]([CH3:6])[S:16][C:14]([NH:13][c:12]1[c:11]([CH3:19])[cH:10][c:9]([Cl:8])[cH:18][cH:17]1)=[S:15]. The reactants are [OH-].[Na+] (Sodium hydroxide), COC(=O)C1=NC(=C2NC(N(C2=N1)CC1=CC=CC=C1)OC)N (methyl-6-amino-9-benzyl-8-methoxy-8,9-dihydro-7H-purine-2-carboxylate), Cl (hydrochloric acid). Solvent: CO (methanol). Reaction conditions: time 2 hour. Yields the product NC1=C2NC(N(C2=NC(=N1)C(=O)O)CC1=CC=CC=C1)OC (6-Amino-9-benzyl-8-methoxy-8,9-dihydro-7H-purine-2-carboxylic acid). Yield: 66.9%. RXN SMILES: [OH-].[Na+].C[O:4][C:5]([C:7]1[N:15]=[C:14]2[C:10]([NH:11][CH:12]([O:23][CH3:24])[N:13]2[CH2:16][C:17]2[CH:22]=[CH:21][CH:20]=[CH:19][CH:18]=2)=[C:9]([NH2:25])[N:8]=1)=[O:6].Cl>CO>[NH2:25][C:9]1[N:8]=[C:7]([C:5]([OH:6])=[O:4])[N:15]=[C:14]2[C:10]=1[NH:11][CH:12]([O:23][CH3:24])[N:13]2[CH2:16][C:17]1[CH:18]=[CH:19][CH:20]=[CH:21][CH:22]=1 |f:0.1|. Procedure details: 2N Sodium hydroxide (500 μl, 1 mmol) was added to a solution of methyl-6-amino-9-benzyl-8-methoxy-8,9-dihydro-7H-purine-2-carboxylate (Example 245) (100 mg, 0.32 mmol) in methanol (3 ml) and the reaction mixture stirred at room temperature for 2 hours. The solution was acidified to pH 2 with 2N hydrochloric acid and the resultant precipitate collected by filtration and washed with water. The solid was azeotroped with toluene and ether then dried in vacuo to yield the title compound (64 mg, 0.214... The reactants are CS(=O)(=O)Cl (Methanesulfonyl chloride), OCCOC1=C(C=C(C=C1)C1=CC2=C(C(=N1)C#N)N=NN2C)C(F)(F)F (6-(4-(2-hydroxyethoxy)-3-(trifluoromethyl)phenyl)-1-methyl-1H-[1,2,3]triazolo[4,5-c]pyridine-4-carbonitrile), C(C)(C)N(CC)C(C)C (diisopropylethylamine), CO (methanol). Solvent: O (water). Reaction conditions: time 1 hour. Product: CS(=O)(=O)OCCOC1=C(C=C(C=C1)C1=CC2=C(C(=N1)C#N)N=NN2C)C(F)(F)F (2-(4-(4-cyano-1-methyl-1H-[1,2,3]triazolo[4,5-c]pyridin-6-yl)-2-(trifluoromethyl)-phenoxy)ethyl methanesulfonate). Isolated yield 91.0%. Reaction SMILES: [CH3:1][S:2](Cl)(=[O:4])=[O:3].[OH:6][CH2:7][CH2:8][O:9][C:10]1[CH:15]=[CH:14][C:13]([C:16]2[N:21]=[C:20]([C:22]#[N:23])[C:19]3[N:24]=[N:25][N:26]([CH3:27])[C:18]=3[CH:17]=2)=[CH:12][C:11]=1[C:28]([F:31])([F:30])[F:29].C(N(C(C)C)CC)(C)C.CO>O>[CH3:1][S:2]([O:6][CH2:7][CH2:8][O:9][C:10]1[CH:15]=[CH:14][C:13]([C:16]2[N:21]=[C:20]([C:22]#[N:23])[C:19]3[N:24]=[N:25][N:26]([CH3:27])[C:18]=3[CH:17]=2)=[CH:12][C:11]=1[C:28]([F:30])([F:29])[F:31])(=[O:4])=[O:3]. Reported procedure: Methanesulfonyl chloride (3.95 ml, 4.53 g) was added dropwise at 0° C. to a solution of 6-(4-(2-hydroxyethoxy)-3-(trifluoromethyl)phenyl)-1-methyl-1H-[1,2,3]triazolo[4,5-c]pyridine-4-carbonitrile (5.7 g) and diisopropylethylamine (17.28 ml, 12.79 g). The mixture was stirred at room temperature for 1 hour. 10 ml methanol added and stirred for 5 minutes, followed by cold water (20 ml). Product precipitated, collected by filtration and washed with diethyl ether. Sample dried in the oven to give 2-(... The reactants are O=C1Cc2ccc(Br)cc2N1, Cc1c(CCC(=O)O)c[nH]c1C=O, C1CCNCC1, CCO. The product is Cc1c(CCC(=O)O)c[nH]c1C=C1C(=O)Nc2cc(Br)ccc21. RXN SMILES: [Br:14][c:15]1[cH:16][cH:17][c:18]2[c:22]([cH:23]1)[NH:21][C:20](=[O:24])[CH2:19]2.[C:1](=[O:2])([OH:3])[CH2:4][CH2:5][c:6]1[c:7]([CH3:13])[c:8]([CH:11]=[O:12])[nH:9][cH:10]1.[CH2:25]1[CH2:26][CH2:27][NH:28][CH2:29][CH2:30]1.[CH3:31][CH2:32][OH:33]>>[C:1](=[O:2])([OH:3])[CH2:4][CH2:5][c:6]1[c:7]([CH3:13])[c:8]([CH:11]=[C:19]2[c:18]3[cH:17][cH:16][c:15]([Br:14])[cH:23][c:22]3[NH:21][C:20]2=[O:24])[nH:9][cH:10]1. Starting materials: [OH-].[Na+] (NaOH), C1(O)=CC=C(O)C=C1 (hydroquinone), O.O1CCOCC1 (H2O dioxane), Cl (HCl), C(CBr)C#N (3-bromopropanitrile). Reaction conditions: time 15 minute. Yields the product OC1=CC=C(OCCCC#N)C=C1 (4-(4-hydroxyphenoxy)butanenitrile). RXN SMILES: [OH-].[Na+].[C:3]1([CH:10]=[CH:9][C:7]([OH:8])=[CH:6][CH:5]=1)[OH:4].[CH2:11]([C:14]#[N:15])[CH2:12]Br.Cl.O.O1CCOC[CH2:19]1>>[OH:4][C:3]1[CH:10]=[CH:9][C:7]([O:8][CH2:19][CH2:12][CH2:11][C:14]#[N:15])=[CH:6][CH:5]=1 |f:0.1,5.6|. Procedure: To a solution of 1.7 g of NaOH in 80 ml of H2O:dioxane 1:1, 2.2 g (20 mmol) of hydroquinone are added. The solution is stirred for 15 min. Then, 3.5 g (24 mmol) of 3-bromopropanitrile is dropwise added. After complete addition, the mixture is heated up to reflux and stirred for 24 hours. 45 mL of a 1N HCl solution is added to the above mixture. The solution is extracted with ethylacetate and concentrated under reduced pressure to give 2.8 g of 4-(4-hydroxyphenoxy)butanenitrile which is used with... Reactants: NC1=C(N(C=C1C1=C(C=C(C=C1C)C)C)C)C#N (3-amino-1-methyl-4-(2,4,6-trimethylphenyl)-1H-pyrrole-2-carbonitrile), C(C)(=O)OC(C)=O (acetic anhydride), C(C)(=O)O (acetic acid). Run at temperature 130 celsius. The product is CC=1N=C(C2=C(N1)C(=CN2C)C2=C(C=C(C=C2C)C)C)O (2,5-dimethyl-7-(2,4,6-trimethylphenyl)-5H-pyrrolo[3,2-d]pyrimidin-4-ol). Reaction SMILES: [NH2:1][C:2]1[C:6]([C:7]2[C:12]([CH3:13])=[CH:11][C:10]([CH3:14])=[CH:9][C:8]=2[CH3:15])=[CH:5][N:4]([CH3:16])[C:3]=1[C:17]#[N:18].[C:19](OC(=O)C)(=O)[CH3:20].C(O)(=[O:28])C>>[CH3:19][C:20]1[N:18]=[C:17]([OH:28])[C:3]2[N:4]([CH3:16])[CH:5]=[C:6]([C:7]3[C:12]([CH3:13])=[CH:11][C:10]([CH3:14])=[CH:9][C:8]=3[CH3:15])[C:2]=2[N:1]=1. Procedure: A mixture of 3-amino-1-methyl-4-(2,4,6-trimethylphenyl)-1H-pyrrole-2-carbonitrile (0.4 mmol) and acetic anhydride (0.043 ml) in acetic acid (0.01 ml) was heated at reflux untill all the starting material was consumed. The reaction mixture was concentrated to dryness. The residue was quenched with water and extracted with ethyl acetate. The organic extracts was washed with brine and concentrated to dryness. The residue was suspended in 0.5 ml of 85% phosphoric acid and heated at 130° C. for 1 hou...